From a dataset of the Open Reaction Database (ORD), a public repository of structured organic reaction records. describe an organic reaction: reactants, conditions, products, and yield Reactants: CO (methanol), NC1=C(C(=O)O)C=C(C=C1Br)C (2-amino-3-bromo-5-methylbenzoic acid), Cl (hydrochloric acid). Solvent: O1CCCC1 (tetrahydrofuran), O1CCCC1 (tetrahydrofuran). Run at temperature 0 celsius, time 30 minute. The product is NC1=C(C=C(C=C1Br)C)CO ((2-amino-3-bromo-5-methylphenyl)methanol). Yield: 51.0%. RXN SMILES: [NH2:1][C:2]1[C:10]([Br:11])=[CH:9][C:8]([CH3:12])=[CH:7][C:3]=1[C:4](O)=[O:5].CO.Cl>O1CCCC1>[NH2:1][C:2]1[C:10]([Br:11])=[CH:9][C:8]([CH3:12])=[CH:7][C:3]=1[CH2:4][OH:5]. Reported procedure: The 2-amino-3-bromo-5-methylbenzoic acid (20.0 g, 86.0 mmol) was dissolved in tetrahydrofuran (200 ml) and cooled to 0° C. A solution of borane dimethylsulfide complex (15.6 mL, 156.0 mmol) was dissolved in tetrahydrofuran (40 mL) and added dropwise. The solution was kept at 0° C. for an additional 30 minutes, warmed to room temperature for 2 h and finally refluxed for 16 h. The solution was cooled to room temperature and methanol (10 mL) added slowly to control the gas evolution. The solution w... Reactants: O (water), C(=O)(OCC1=CC=CC=C1)N[C@@H](CCCCNC(=O)OC(C)(C)C)C(=O)O (Nα-CBZ-Nε-(tert-butoxycarbonyl)-L-lysine), C([O-])([O-])=O.[Ca+2] (calcium carbonate), C(C1=CC=CC=C1)Br (benzyl bromide), C(C)(=O)OCC (ethyl acetate). The solvent is CN(C=O)C (N,N-dimethylformamide). Conditions: time 8 hour. Yields the product C(C1=CC=CC=C1)OC([C@@H](NC(=O)OCC1=CC=CC=C1)CCCCNC(=O)OC(C)(C)C)=O (Nα-CBZ-Nε-(tert-butoxycarbonyl)-L-lysine benzyl ester). Reaction SMILES: [C:1]([NH:11][C@H:12]([C:25]([OH:27])=[O:26])[CH2:13][CH2:14][CH2:15][CH2:16][NH:17][C:18]([O:20][C:21]([CH3:24])([CH3:23])[CH3:22])=[O:19])([O:3][CH2:4][C:5]1[CH:10]=[CH:9][CH:8]=[CH:7][CH:6]=1)=[O:2].C(=O)([O-])[O-].[Ca+2].C(OCC)(=O)C.O.[CH2:40](Br)[C:41]1[CH:46]=[CH:45][CH:44]=[CH:43][CH:42]=1>CN(C)C=O>[CH2:40]([O:26][C:25](=[O:27])[C@H:12]([CH2:13][CH2:14][CH2:15][CH2:16][NH:17][C:18]([O:20][C:21]([CH3:23])([CH3:24])[CH3:22])=[O:19])[NH:11][C:1]([O:3][CH2:4][C:5]1[CH:6]=[CH:7][CH:8]=[CH:9][CH:10]=1)=[O:2])[C:41]1[CH:46]=[CH:45][CH:44]=[CH:43][CH:42]=1 |f:1.2|. Reported procedure: The reaction sequence is shown in FIG. 5. Nε-(tert-butoxycarbonyl)-L-lysine (2 g, 8.12 mmol) was dissolved in methanol (40 ml) and water (40 ml), and the pH was adjusted to 8 with triethylamine. A solution of N-(benzyloxycarbonyl-oxy)succinimide in dioxane (2.4 g, 9.7 mmol in 20 ml) was added to the above mixture and the pH was maintained at 8-9 with triethylamine. The reaction mixture was stirred overnight. The solvent was removed by rotary evaporation to obtain crude Nα-CBZ-Nε-(tert-butoxycarb... Reactants: ClCC1=CC(=CC=C1)OC1=CC=C(C=C1)C(F)(F)F (1-(Chloromethyl)-3-(4-(trifluoromethyl)phenoxy)benzene), C(C)OP(OCC)OCC (triethylphosphite). Reaction conditions: temperature 150 celsius, time 16 hour. Product: FC(C1=CC=C(OC=2C=C(CP(OCC)(OCC)=O)C=CC2)C=C1)(F)F (Diethyl 3-(4-(trifluoromethyl)phenoxy)benzylphosphonate). Yield: 100.7%. As a reaction SMILES: Cl[CH2:2][C:3]1[CH:8]=[CH:7][CH:6]=[C:5]([O:9][C:10]2[CH:15]=[CH:14][C:13]([C:16]([F:19])([F:18])[F:17])=[CH:12][CH:11]=2)[CH:4]=1.[CH2:20]([O:22][P:23]([O:27]CC)[O:24][CH2:25][CH3:26])[CH3:21]>>[F:17][C:16]([F:19])([F:18])[C:13]1[CH:14]=[CH:15][C:10]([O:9][C:5]2[CH:4]=[C:3]([CH:8]=[CH:7][CH:6]=2)[CH2:2][P:23](=[O:27])([O:24][CH2:25][CH3:26])[O:22][CH2:20][CH3:21])=[CH:11][CH:12]=1. Procedure details: 1-(Chloromethyl)-3-(4-(trifluoromethyl)phenoxy)benzene (1.3 g, 4.5 mmol) was treated neat with triethylphosphite (1.2 mL, 6.8 mmol) and heated to 150° C. After 16 h, the reaction mixture was cooled to room temperature and concentrated to give a residue. The residue was purified by silica gel chromatography (0-30%, EtOAc:CH2Cl2) to afford the title compound (1.76 g) as a clear oil. Reactants: Example 2 ( a ), Br (hydrobromide), Br.ClC1=C(C=C(C=C1)C=1N(C(SC1)=NC1=CC=C(C=C1)C(F)(F)F)C)S(N(C)C)(=O)=O (4-(4-Chloro-3-dimethylsulfamoylphenyl)-3-methyl-2-(4-trifluoromethylphenyl-imino)-4-thiazoline hydrobromide). The solvent is C(C)N(CC)CC (triethylamine). Product: ClC1=C(C=C(C=C1)C=1N(C(SC1)=NC1=CC=C(C=C1)C(F)(F)F)C)S(N(C)C)(=O)=O (4-(4-Chloro-3-dimethylsulfamoylphenyl)-3-methyl-2-(4-trifluoromethylphenyl-imino)-4-thiazoline). Reaction SMILES: Br.Br.[Cl:3][C:4]1[CH:9]=[CH:8][C:7]([C:10]2[N:11]([CH3:26])[C:12](=[N:15][C:16]3[CH:21]=[CH:20][C:19]([C:22]([F:25])([F:24])[F:23])=[CH:18][CH:17]=3)[S:13][CH:14]=2)=[CH:6][C:5]=1[S:27](=[O:32])(=[O:31])[N:28]([CH3:30])[CH3:29]>C(N(CC)CC)C>[Cl:3][C:4]1[CH:9]=[CH:8][C:7]([C:10]2[N:11]([CH3:26])[C:12](=[N:15][C:16]3[CH:17]=[CH:18][C:19]([C:22]([F:24])([F:23])[F:25])=[CH:20][CH:21]=3)[S:13][CH:14]=2)=[CH:6][C:5]=1[S:27](=[O:31])(=[O:32])[N:28]([CH3:29])[CH3:30] |f:1.2|. Reported procedure: Obtained by a procedure analogous to that indicated in Example 2 (a), from the hydrobromide of the title compound of Example 16 and triethylamine. Melting point 147°-151° C.